Dataset: the Open Reaction Database (ORD), a public repository of structured organic reaction records. Task: describe an organic reaction: reactants, conditions, products, and yield Starting materials: O=C(Cl)CCl, NCC(=O)c1ccc(Cl)cc1, Cl, [Na+], [OH-], O, c1ccccc1. The product is O=C(CCl)NCC(=O)c1ccc(Cl)cc1. Reaction SMILES: [Cl:15][CH2:16][C:17](=[O:18])[Cl:19].[Cl:2][c:3]1[cH:4][cH:5][c:6]([C:7]([CH2:8][NH2:9])=[O:10])[cH:11][cH:12]1.[ClH:1].[Na+:14].[OH-:13].[OH2:26].[cH:20]1[cH:21][cH:22][cH:23][cH:24][cH:25]1>>[Cl:2][c:3]1[cH:4][cH:5][c:6]([C:7]([CH2:8][NH:9][C:17]([CH2:16][Cl:15])=[O:18])=[O:10])[cH:11][cH:12]1.